Dataset: the Open Reaction Database (ORD), a public repository of structured organic reaction records. Task: describe an organic reaction: reactants, conditions, products, and yield Starting materials: CCCNc1nc(C(F)(F)F)ccc1C=CC(=O)O, Cl, Cc1cc(CN)ccc1NS(C)(=O)=O. Yields the product CCCNc1nc(C(F)(F)F)ccc1C=CC(=O)NCc1ccc(NS(C)(=O)=O)c(C)c1. RXN SMILES: [CH2:16]([CH2:17][CH3:18])[NH:19][c:20]1[n:21][c:22]([C:31]([F:32])([F:33])[F:34])[cH:23][cH:24][c:25]1[CH:26]=[CH:27][C:28](=[O:29])[OH:30].[ClH:15].[NH2:1][CH2:2][c:3]1[cH:4][c:5]([CH3:14])[c:6]([NH:9][S:10](=[O:11])(=[O:12])[CH3:13])[cH:7][cH:8]1>>[NH:1]([CH2:2][c:3]1[cH:4][c:5]([CH3:14])[c:6]([NH:9][S:10](=[O:11])(=[O:12])[CH3:13])[cH:7][cH:8]1)[C:28]([CH:27]=[CH:26][c:25]1[c:20]([NH:19][CH2:16][CH2:17][CH3:18])[n:21][c:22]([C:31]([F:32])([F:33])[F:34])[cH:23][cH:24]1)=[O:29]. Reactants: BrC1=NC=C(C=C1)Br (2,5-dibromopyridine), C1CNC[C@@H]1O ((R)-hydroxypyrrolidine). Solvent: C1(=CC=CC=C1)C (toluene). Product: BrC=1C=CC(=NC1)N1C[C@@H](CC1)O ((R)-1-(5-Bromo-pyridin-2-yl)-pyrrolidin-3-ol). The yield is 84.1%. As a reaction SMILES: Br[C:2]1[CH:7]=[CH:6][C:5]([Br:8])=[CH:4][N:3]=1.[CH2:9]1[C@@H:13]([OH:14])[CH2:12][NH:11][CH2:10]1>C1(C)C=CC=CC=1>[Br:8][C:5]1[CH:6]=[CH:7][C:2]([N:11]2[CH2:10][CH2:9][C@@H:13]([OH:14])[CH2:12]2)=[N:3][CH:4]=1. Procedure: A mixture of 2,5-dibromopyridine (10.0 g, 42.2 mmol) and (R)-hydroxypyrrolidine (11.0 g, 126 mmol) in toluene (50 mL) was heated to reflux overnight. The mixture was allowed to cool to rt, and the solvents were removed under reduced pressure. The residue was dissolved with EtOAc (150 mL), and the mixture was washed with aq. 10% K2CO3. The org. layer was dried over MgSO4, filtered, and the solvents were removed under reduced pressure. Purification of the residue by FC (heptane→heptane/EtOAc 1:2) ... Reactants: CCCCC(F)(F)C(O)C=CC1C(OC2CCCCO2)CC2CC(=CCCCC(=O)OC)CC21, CO, [Na+], [OH-]. Yields the product CCCCC(F)(F)C(O)C=CC1C(OC2CCCCO2)CC2CC(=CCCCC(=O)O)CC21. As a reaction SMILES: [CH3:1][O:2][C:3](=[O:4])[CH2:5][CH2:6][CH2:7][CH:8]=[C:9]1[CH2:10][CH:11]2[CH2:12][CH:13]([O:28][CH:29]3[O:30][CH2:31][CH2:32][CH2:33][CH2:34]3)[CH:14]([CH:17]=[CH:18][CH:19]([C:20]([CH2:21][CH2:22][CH2:23][CH3:24])([F:25])[F:26])[OH:27])[CH:15]2[CH2:16]1.[CH3:37][OH:38].[Na+:36].[OH-:35]>>[O:2]=[C:3]([OH:4])[CH2:5][CH2:6][CH2:7][CH:8]=[C:9]1[CH2:10][CH:11]2[CH2:12][CH:13]([O:28][CH:29]3[O:30][CH2:31][CH2:32][CH2:33][CH2:34]3)[CH:14]([CH:17]=[CH:18][CH:19]([C:20]([CH2:21][CH2:22][CH2:23][CH3:24])([F:25])[F:26])[OH:27])[CH:15]2[CH2:16]1. The reactants are [BH4-].[Na+] (sodium borohydride), C1CCOC1 (THF), CC1=CC=C(C=N1)C(C)=O (1-(6-methylpyridin-3-yl)ethanone), CC(C)(C)[S@@](=O)[NH-] ((R)-(+)-2-methyl-2-propanesulfinylamide). The reagents and catalysts are [O-]CC.[Ti+4].[O-]CC.[O-]CC.[O-]CC (titanium(IV) ethoxide). Run in CCO (EtOH), O (water). Reaction conditions: temperature 70 celsius, time 24 hour. The product is CC1=CC=C(C=N1)[C@@H](C)NS(=O)C(C)(C)C (N-[(1R)-1-(6-methylpyridin-3-yl)ethyl]-2-methylpropane-2-sulfinamide). As a reaction SMILES: C1COCC1.[CH3:6][C:7]1[N:12]=[CH:11][C:10]([C:13](=O)[CH3:14])=[CH:9][CH:8]=1.[CH3:16][C:17]([S@:20]([NH-:22])=[O:21])([CH3:19])[CH3:18].[BH4-].[Na+]>[O-]CC.[Ti+4].[O-]CC.[O-]CC.[O-]CC.CCO.O>[CH3:6][C:7]1[N:12]=[CH:11][C:10]([C@H:13]([NH:22][S:20]([C:17]([CH3:19])([CH3:18])[CH3:16])=[O:21])[CH3:14])=[CH:9][CH:8]=1 |f:3.4,5.6.7.8.9|. Procedure details: To a THF (25 ml) solution of 1-(6-methylpyridin-3-yl)ethanone (2.1 g, 15.5 mmol), (R)-(+)-2-methyl-2-propanesulfinylamide (2.26 g, 18.6 mmol) and titanium(IV) ethoxide (25 ml) were added and the mixture was stirred for 24 hours at 70° C. Then, the mixture was cooled to 0° C. and sodium borohydride (2060 mg, 54 mmol) was added. After stirring for 2 hours, water and EtOH were added to the mixture with stirring for 1 hour at room temperature. Filtration, evaporation gave N-[(1R)-1-(6-methylpyridin-...